Dataset: the Open Reaction Database (ORD), a public repository of structured organic reaction records. Task: describe an organic reaction: reactants, conditions, products, and yield The reactants are C(=O)(O)[O-].[Na+] (NaHCO3), Cl.NO (hydroxylamine hydrochloride), ClC(=O)OC1=CC=CC=C1 (Phenyl chloroformate), ClCCl (dichloromethane). Solvent: O (water), C(C)(=O)OCC (Ethyl acetate). Run at temperature 5 celsius, time 1 hour. The product is C1(=CC=CC=C1)OC(NO)=O (Phenylhydroxycarbamate). Isolated yield 78.1%. RXN SMILES: C([O-])(O)=O.[Na+].Cl.[NH2:7][OH:8].ClCCl.Cl[C:13]([O:15][C:16]1[CH:21]=[CH:20][CH:19]=[CH:18][CH:17]=1)=[O:14]>O.C(OCC)(=O)C>[C:16]1([O:15][C:13](=[O:14])[NH:7][OH:8])[CH:21]=[CH:20][CH:19]=[CH:18][CH:17]=1 |f:0.1,2.3|. Procedure: To a stirred solution of NaHCO3 (60.5 g) in water (200 mL) in a 2 L beaker was added portion-wise over 15 min 27.5 g of hydroxylamine hydrochloride. Once the bubbling subsided, dichloromethane (200 mL) was added to the reaction mixture and cooled to 5° C. Phenyl chloroformate (50 g) was then added at a steady rate to the reaction mixture. The reaction mixture was allowed to warm to room temperature and stirred for 1 h. Ethyl acetate (100 mL) was employed to bring the reaction mixture to a transp... Starting materials: BrC=1C=C(C(=CC1)OC)OC (4-bromoveratrole), C(CCC)[Li] (n-butyl lithium), C1(CCCC1)N(C(C1=CC=C(C=O)C=C1)=O)C1CCCCC1 (terephthalaldehydic acid N-cyclopentyl-N-cyclohexyl amide). Product: C1(CCCCC1)N(C(C1=CC=C(C=C1)C(O)C1=CC(=C(C=C1)OC)OC)=O)C1CCCC1 (N-cyclohexyl-N-cyclopentyl-4-[(3,4-dimethoxyphenyl)hydroxymethyl]benzamide). RXN SMILES: Br[C:2]1[CH:3]=[C:4]([O:10][CH3:11])[C:5]([O:8][CH3:9])=[CH:6][CH:7]=1.C([Li])CCC.[CH:17]1([N:22]([CH:33]2[CH2:38][CH2:37][CH2:36][CH2:35][CH2:34]2)[C:23](=[O:32])[C:24]2[CH:31]=[CH:30][C:27]([CH:28]=[O:29])=[CH:26][CH:25]=2)[CH2:21][CH2:20][CH2:19][CH2:18]1>>[CH:33]1([N:22]([CH:17]2[CH2:21][CH2:20][CH2:19][CH2:18]2)[C:23](=[O:32])[C:24]2[CH:25]=[CH:26][C:27]([CH:28]([C:2]3[CH:7]=[CH:6][C:5]([O:8][CH3:9])=[C:4]([O:10][CH3:11])[CH:3]=3)[OH:29])=[CH:30][CH:31]=2)[CH2:34][CH2:35][CH2:36][CH2:37][CH2:38]1. Procedure details: The reaction and workup were carried out in the same manner as described in Example 8, using 4-bromoveratrole (0.9 mL, 7.0 mmol), n-butyl lithium (4.38 mL of 1.6 M solution in hexane), terephthalaldehydic acid N-cyclopentyl-N-cyclohexyl amide (1.9 g, 6.36 mmol). The crude product was chromatographed on silica gel using mixtures of ethyl acetate and hexane to give the title compound as an amorphous solid. Solvent: C(C)O (ethanol), O (water). Starting materials: C1(CC1)CN1CC(CCC1)(C1=CC(=CC=C1)OC)C1=CC=C(C=C1)OS(=O)(=O)C(F)(F)F (trifluoro-methanesulfonic acid 4-[1-cyclopropylmethyl-3-(3-methoxy-phenyl)-piperidin-3-yl]-phenyl ester), S1C(=CC=C1)B(O)O (2-thiophene boronic acid), C([O-])([O-])=O.[Na+].[Na+] (sodium carbonate). Product: C1(CC1)CN1CC(CCC1)(C1=CC=C(C=C1)C=1SC=CC1)C1=CC(=CC=C1)OC (1-cyclopropylmethyl-3-(3-methoxy-phenyl)-3-(4-thiophen-2-yl-phenyl)-piperidine). The reagents and catalysts are C=1C=CC(=CC1)[P](C=2C=CC=CC2)(C=3C=CC=CC3)[Pd]([P](C=4C=CC=CC4)(C=5C=CC=CC5)C=6C=CC=CC6)([P](C=7C=CC=CC7)(C=8C=CC=CC8)C=9C=CC=CC9)[P](C=1C=CC=CC1)(C=1C=CC=CC1)C=1C=CC=CC1 (tetrakis), [Pd].P (phosphine palladium). Procedure: To a solution of trifluoro-methanesulfonic acid 4-[1-cyclopropylmethyl-3-(3-methoxy-phenyl)-piperidin-3-yl]-phenyl ester (0.1 9, 0.2 mmol) in ethanol (4.5 mL) and water (0.5 mL) was added 2-thiophene boronic acid (0.052 g, 0.5 mmol) and sodium carbonate (0.037 g, 0.29 mmol) and tetrakis tripheny;phosphine palladium (0.02 g, 0.18 mmol). The reaction mixture was heated to reflux for 2 hours. The mixture was then filtered and the filtrate was concentrated under vacuum. The residue was purified by f... RXN SMILES: [CH:1]1([CH2:4][N:5]2[CH2:10][CH2:9][CH2:8][C:7]([C:19]3[CH:24]=[CH:23][C:22](OS(C(F)(F)F)(=O)=O)=[CH:21][CH:20]=3)([C:11]3[CH:16]=[CH:15][CH:14]=[C:13]([O:17][CH3:18])[CH:12]=3)[CH2:6]2)[CH2:3][CH2:2]1.[S:33]1[CH:37]=[CH:36][CH:35]=[C:34]1B(O)O.C(=O)([O-])[O-].[Na+].[Na+]>C(O)C.O.C1C=CC([P]([Pd]([P](C2C=CC=CC=2)(C2C=CC=CC=2)C2C=CC=CC=2)([P](C2C=CC=CC=2)(C2C=CC=CC=2)C2C=CC=CC=2)[P](C2C=CC=CC=2)(C2C=CC=CC=2)C2C=CC=CC=2)(C2C=CC=CC=2)C2C=CC=CC=2)=CC=1.[Pd].P>[CH:1]1([CH2:4][N:5]2[CH2:10][CH2:9][CH2:8][C:7]([C:11]3[CH:16]=[CH:15][CH:14]=[C:13]([O:17][CH3:18])[CH:12]=3)([C:19]3[CH:24]=[CH:23][C:22]([C:34]4[S:33][CH:37]=[CH:36][CH:35]=4)=[CH:21][CH:20]=3)[CH2:6]2)[CH2:3][CH2:2]1 |f:2.3.4,8.9,^1:54,56,75,94|. Reactants: C1CCOC1, CCN(C(C)C)C(C)C, Nc1cc(C2CC2)[nH]n1, O=[N+]([O-])c1ccc(F)cc1F. The product is O=[N+]([O-])c1ccc(F)cc1Nc1cc(C2CC2)[nH]n1. As a reaction SMILES: [CH2:30]1[O:31][CH2:32][CH2:33][CH2:34]1.[CH:12]([N:13]([CH2:14][CH3:15])[CH:16]([CH3:17])[CH3:18])([CH3:19])[CH3:20].[CH:21]1([c:24]2[cH:25][c:26]([NH2:29])[n:27][nH:28]2)[CH2:22][CH2:23]1.[F:1][c:2]1[c:3]([N+:9](=[O:10])[O-:11])[cH:4][cH:5][c:6]([F:8])[cH:7]1>>[c:2]1([NH:29][c:26]2[cH:25][c:24]([CH:21]3[CH2:22][CH2:23]3)[nH:28][n:27]2)[c:3]([N+:9](=[O:10])[O-:11])[cH:4][cH:5][c:6]([F:8])[cH:7]1. Yields the product O=C(N1CC=CC1)C(F)(F)F. Starting materials: C=CCN(CC=C)C(=O)C(F)(F)F, ClCCl. As a reaction SMILES: [CH2:1]([CH:2]=[CH2:3])[N:4]([C:5]([C:6]([F:7])([F:8])[F:9])=[O:10])[CH2:11][CH:12]=[CH2:13].[Cl:14][CH2:15][Cl:16]>>[CH2:1]1[N:4]([C:5]([C:6]([F:7])([F:8])[F:9])=[O:10])[CH2:11][CH:12]=[CH:13]1. Starting materials: [H-].[Na+] (Sodium hydride), ClC1=CC=C(C=C1)C(C(=O)NCCC1=CC(=C(C=C1)OCC#C)OC)O (2-(4-Chloro-phenyl)-2-hydroxy-N-[2-(3-methoxy-4-prop-2-ynyloxy-phenyl)-ethyl]-acetamide), IC (iodomethane). Run in CN(C=O)C (N,N-dimethylformamide). Reaction conditions: time 30 minute. Yields the product ClC1=CC=C(C=C1)C(C(=O)NCCC1=CC(=C(C=C1)OCC#C)OC)OC (2-(4-chloro-phenyl)-2-methoxy-N-[2-(3-methoxy-4-prop-2-ynyloxy-phenyl)-ethyl]-acetamide). As a reaction SMILES: [Cl:1][C:2]1[CH:7]=[CH:6][C:5]([CH:8]([OH:26])[C:9]([NH:11][CH2:12][CH2:13][C:14]2[CH:19]=[CH:18][C:17]([O:20][CH2:21][C:22]#[CH:23])=[C:16]([O:24][CH3:25])[CH:15]=2)=[O:10])=[CH:4][CH:3]=1.[H-].[Na+].I[CH3:30]>CN(C)C=O>[Cl:1][C:2]1[CH:3]=[CH:4][C:5]([CH:8]([O:26][CH3:30])[C:9]([NH:11][CH2:12][CH2:13][C:14]2[CH:19]=[CH:18][C:17]([O:20][CH2:21][C:22]#[CH:23])=[C:16]([O:24][CH3:25])[CH:15]=2)=[O:10])=[CH:6][CH:7]=1 |f:1.2|. Procedure: 2-(4-Chloro-phenyl)-2-hydroxy-N-[2-(3-methoxy-4-prop-2-ynyloxy-phenyl)-ethyl]-acetamide (2.6 g, 7.0 mmol) is dissolved in N,N-dimethylformamide (30 ml). Sodium hydride (0.18 g, 7.5 mmol) is added in portions at +5° C. The mixture is stirred for 30 minutes at room temperature. Subsequently iodomethane (1.1 g, 7.5 mmol) is added dropwise and the resulting mixture is stirred for further 3 hours at room temperature. The reaction mixture is poured on ice/water (200 ml) and extracted with ethyl acetat...